Dataset: the Open Reaction Database (ORD), a public repository of structured organic reaction records. Task: describe an organic reaction: reactants, conditions, products, and yield The reactants are CO, [O-][Cl+3]([O-])([O-])O, CCCCCC(O)C=CC1CCC(=O)C1CC=CCCCC(=O)O. The product is CCCCCC(O)C=CC1CCC(=O)C1CC=CCCCC(=O)OC. Reaction SMILES: [CH3:30][OH:31].[Cl+3:25]([OH:26])([O-:27])([O-:28])[O-:29].[OH:1][CH:2]([CH:3]=[CH:4][CH:5]1[CH:6]([CH2:11][CH:12]=[CH:13][CH2:14][CH2:15][CH2:16][C:17](=[O:18])[OH:19])[C:7](=[O:10])[CH2:8][CH2:9]1)[CH2:20][CH2:21][CH2:22][CH2:23][CH3:24]>>[OH:1][CH:2]([CH:3]=[CH:4][CH:5]1[CH:6]([CH2:11][CH:12]=[CH:13][CH2:14][CH2:15][CH2:16][C:17](=[O:18])[O:19][CH3:30])[C:7](=[O:10])[CH2:8][CH2:9]1)[CH2:20][CH2:21][CH2:22][CH2:23][CH3:24]. The reactants are CC(=CC(=O)C1=CC=CC=C1)C (3-methyl-l-phenyl-2-buten-1-one), C1(=CC=CC=C1)S(=O)(=O)C#N (benzenesulfonyl cyanide), B(OCCCC)(OCCCC)OCCCC (tributyl borate). Run at temperature 112 celsius. Yields the product C1(=CC=CC=C1)S(=O)(=O)C1=NC(=CC(=C1)C)C1=CC=CC=C1 (2-benzenesulfonyl-4-methyl-6-phenylpyridine). Yield: 27.2%. Reaction SMILES: [CH3:1][C:2]([CH3:12])=[CH:3][C:4]([C:6]1[CH:11]=[CH:10][CH:9]=[CH:8][CH:7]=1)=O.[C:13]1([S:19]([C:22]#[N:23])(=[O:21])=[O:20])[CH:18]=[CH:17][CH:16]=[CH:15][CH:14]=1.B(OCCCC)(OCCCC)OCCCC>>[C:13]1([S:19]([C:22]2[CH:1]=[C:2]([CH3:12])[CH:3]=[C:4]([C:6]3[CH:11]=[CH:10][CH:9]=[CH:8][CH:7]=3)[N:23]=2)(=[O:20])=[O:21])[CH:14]=[CH:15][CH:16]=[CH:17][CH:18]=1. Procedure: First, 0.96 g (6.00 mmol) of 3-methyl-l-phenyl-2-buten-1-one and 0.84 g (5.00 mmol) of benzenesulfonyl cyanide were introduced to a 3-necked flask (25 ml volume) equipped with a thermometer, a magnetic stirrer, a Dean-Stark water type distilling receiver and a condenser tube. Toluene (5 ml) as the solvent and butanol (0.5 ml) were added, and 0.12 g (0.50 mmol) of tributyl borate was added. Then the mixture was heated under reflux for 8 hours while agitating at an internal temperature of 112° C. ... Reactants: IC1=NN(C2=NC=C(C(=C21)N2CCN(CC2)C(=O)OC(C)(C)C)C2=CC=CC=C2)CC2=CC=C(C=C2)OC (tert-Butyl 4-(3-iodo-1-(4-methoxybenzyl)-5-phenyl-1H-pyrazolo[3,4-b]pyridin-4-yl)piperazine-1-carboxylate), Cu(I)I, N1=CC=CC2=CC=C3C=CC=NC3=C12 (1,10-phenanthroline), CO (methanol), [F-].[K+] (KF). Solvent: C1(=CC=CC=C1)C (toluene), C(C)(=O)OCC (Ethyl acetate). The product is COC1=NN(C2=NC=C(C(=C21)N2CCN(CC2)C(=O)OC(C)(C)C)C2=CC=CC=C2)CC2=CC=C(C=C2)OC (tert-butyl 4-(3-methoxy-1-(4-methoxybenzyl)-5-phenyl-1H-pyrazolo[3,4-b]pyridin-4-yl)piperazine-1-carboxylate). The yield is 96.4%. Reaction SMILES: I[C:2]1[C:10]2[C:5](=[N:6][CH:7]=[C:8]([C:24]3[CH:29]=[CH:28][CH:27]=[CH:26][CH:25]=3)[C:9]=2[N:11]2[CH2:16][CH2:15][N:14]([C:17]([O:19][C:20]([CH3:23])([CH3:22])[CH3:21])=[O:18])[CH2:13][CH2:12]2)[N:4]([CH2:30][C:31]2[CH:36]=[CH:35][C:34]([O:37][CH3:38])=[CH:33][CH:32]=2)[N:3]=1.N1C2C(=CC=C3C=2N=CC=C3)C=CC=1.[CH3:53][OH:54].[F-].[K+]>C1(C)C=CC=CC=1.C(OCC)(=O)C>[CH3:53][O:54][C:2]1[C:10]2[C:5](=[N:6][CH:7]=[C:8]([C:24]3[CH:29]=[CH:28][CH:27]=[CH:26][CH:25]=3)[C:9]=2[N:11]2[CH2:16][CH2:15][N:14]([C:17]([O:19][C:20]([CH3:23])([CH3:22])[CH3:21])=[O:18])[CH2:13][CH2:12]2)[N:4]([CH2:30][C:31]2[CH:36]=[CH:35][C:34]([O:37][CH3:38])=[CH:33][CH:32]=2)[N:3]=1 |f:3.4|. Procedure details: tert-Butyl 4-(3-iodo-1-(4-methoxybenzyl)-5-phenyl-1H-pyrazolo[3,4-b]pyridin-4-yl)piperazine-1-carboxylate (0.12 g, 0.192 mmol), Cu(I)I (0.0365 g, 0.192 mmol), 1,10-phenanthroline (0.0346 g, 0.192 mmol), methanol (0.389 mL, 9.59 mmol) and KF on Al2O3 (40%; 0.195 g, 1.34 mmol) in toluene (4 mL) was stirred at 110° C. for 20 hours. The reaction was cooled to room temperature. Ethyl acetate (10 mL) was then added, and the reaction mixture was filtered through a pad of celite. The filtrate was concen... Reaction SMILES: [CH2:11]([CH:12]=[CH2:13])[O:14][c:15]1[cH:16][cH:17][c:18]([CH:19]=[CH2:20])[cH:21][cH:22]1.[CH2:1]([Br:2])[CH:3]=[CH2:4].[CH3:23][C:24](=[O:25])[CH3:26].[K+:5].[K+:6].[O-:7][C:8](=[O:9])[O-:10]>>[CH:8](=[O:10])[c:18]1[cH:17][cH:16][c:15]([O:14][CH2:11][CH:12]=[CH2:13])[cH:22][cH:21]1. Starting materials: C=CCOc1ccc(C=C)cc1, C=CCBr, CC(C)=O, [K+], [K+], O=C([O-])[O-]. Product: C=CCOc1ccc(C=O)cc1. Starting materials: CC(=O)O, CCOC(=O)C(=NOC)C(C)=O, O, O=S(=O)(Cl)Cl. The product is CCOC(=O)C(=NOC)C(=O)CCl. As a reaction SMILES: [CH3:19][C:20](=[O:21])[OH:22].[CH3:6][O:7][N:8]=[C:9]([C:10](=[O:11])[O:12][CH2:13][CH3:14])[C:15](=[O:16])[CH3:17].[OH2:18].[S:1]([Cl:2])(=[O:3])([Cl:4])=[O:5]>>[Cl:4][CH2:17][C:15]([C:9](=[N:8][O:7][CH3:6])[C:10](=[O:11])[O:12][CH2:13][CH3:14])=[O:16]. The reactants are C(C1=CC=CC=C1)OC1=C(C=C(C=C1)C1=CC=NC=C1)NC([C@H](CC1=CC=CC=C1)NC(OC(C)(C)C)=O)=O ((S)-tert-butyl 1-(2-(benzyloxy)-5-(pyridin-4-yl)phenylamino)-1-oxo-3-phenylpropan-2-ylcarbamate), Cl (HCl), O1CCOCC1 (dioxane). Run in CO (MeOH). Reaction conditions: time 2 hour. Product: N[C@H](C(=O)NC1=C(C=CC(=C1)C1=CC=NC=C1)OCC1=CC=CC=C1)CC1=CC=CC=C1 ((S)-2-Amino-N-(2-(benzyloxy)-5-(pyridin-4-yl)phenyl)-3-phenylpropanamide). RXN SMILES: [CH2:1]([O:8][C:9]1[CH:14]=[CH:13][C:12]([C:15]2[CH:20]=[CH:19][N:18]=[CH:17][CH:16]=2)=[CH:11][C:10]=1[NH:21][C:22](=[O:39])[C@@H:23]([NH:31]C(=O)OC(C)(C)C)[CH2:24][C:25]1[CH:30]=[CH:29][CH:28]=[CH:27][CH:26]=1)[C:2]1[CH:7]=[CH:6][CH:5]=[CH:4][CH:3]=1.Cl.O1CCOCC1>CO>[NH2:31][C@@H:23]([CH2:24][C:25]1[CH:30]=[CH:29][CH:28]=[CH:27][CH:26]=1)[C:22]([NH:21][C:10]1[CH:11]=[C:12]([C:15]2[CH:16]=[CH:17][N:18]=[CH:19][CH:20]=2)[CH:13]=[CH:14][C:9]=1[O:8][CH2:1][C:2]1[CH:7]=[CH:6][CH:5]=[CH:4][CH:3]=1)=[O:39]. Reported procedure: To a solution of tert-butyl (S)-1-(3-(1H-pyrazol-4-yl)phenylamino)-1-oxo-3-phenylpropan-2-ylcarbamate 13.E (1.25 g, 2.39 mmol) in MeOH (10 mL) was added 4M HCl in dioxane solution (10 ml, 40 mmol). The resulting mixture was stirred for 2 hours at room temperature. The mixture was then concentrated to afford crude (S)-2-amino-N-(2-(benzyloxy)-5-(pyridin-4-yl)phenyl)-3-phenylpropanamide 13.F which was used in the next step without any further purification. Starting materials: O1N=C(N=C1)C1=CC=C(CN(S(=O)(=O)C2=CC=C(C=C2)Cl)[C@H]2[C@@H](CCCC2)CO)C=C1 (N-(4-(1,2,4-oxadiazol-3-yl)benzyl)-4-chloro-N-(trans-2-(hydroxymethyl)cyclohexyl)benzenesulfonamide), ClC1=CC=C(C=C1)S(=O)(=O)N[C@H]1[C@@H](CCCC1)CO (4-chloro-N-(trans-2-(hydroxymethyl)cyclohexyl)benzenesulfonamide), C([O-])([O-])=O.[Cs+].[Cs+] (cesium carbonate), BrCC1=C(C=C(C=C1)C1=NOC=N1)F (3-(4-(bromomethyl)-3-fluorophenyl)-1,2,4-oxadiazole). Product: title compound, ClC1=CC=C(C=C1)S(=O)(=O)N([C@H]1[C@@H](CCCC1)CO)CC1=C(C=C(C=C1)C1=NOC=N1)F (4-chloro-N-(2-fluoro-4-(1,2,4-oxadiazol-3-yl)benzyl)-N-(trans-2-(hydroxymethyl)cyclohexyl)benzenesulfonamide). The yield is 23.7%. Reaction SMILES: [Cl:1][C:2]1[CH:7]=[CH:6][C:5]([S:8]([NH:11][C@@H:12]2[CH2:17][CH2:16][CH2:15][CH2:14][C@H:13]2[CH2:18][OH:19])(=[O:10])=[O:9])=[CH:4][CH:3]=1.C(=O)([O-])[O-].[Cs+].[Cs+].Br[CH2:27][C:28]1[CH:33]=[CH:32][C:31]([C:34]2[N:38]=[CH:37][O:36][N:35]=2)=[CH:30][C:29]=1[F:39].O1C=NC(C2C=CC(CN([C@@H]3CCCC[C@H]3CO)S(C3C=CC(Cl)=CC=3)(=O)=O)=CC=2)=N1>>[Cl:1][C:2]1[CH:7]=[CH:6][C:5]([S:8]([N:11]([CH2:27][C:28]2[CH:33]=[CH:32][C:31]([C:34]3[N:38]=[CH:37][O:36][N:35]=3)=[CH:30][C:29]=2[F:39])[C@@H:12]2[CH2:17][CH2:16][CH2:15][CH2:14][C@H:13]2[CH2:18][OH:19])(=[O:9])=[O:10])=[CH:4][CH:3]=1 |f:1.2.3|. Procedure: The title compound was synthesized from 4-chloro-N-(trans-2-(hydroxymethyl)cyclohexyl)benzenesulfonamide (200 mg, 0.66 mmol), cesium carbonate (257 mg, 0.79 mmol), and 3-(4-(bromomethyl)-3-fluorophenyl)-1,2,4-oxadiazole (204 mg, 0.79 mmol) according to the procedure described for N-(4-(1,2,4-oxadiazol-3-yl)benzyl)-4-chloro-N-(trans-2-(hydroxymethyl)cyclohexyl)benzenesulfonamide (Example 11) to give 4-chloro-N-(2-fluoro-4-(1,2,4-oxadiazol-3-yl)benzyl)-N-(trans-2-(hydroxymethyl)cyclohexyl)benzenes... Starting materials: CN1CCN(c2ccc(N)cc2)CC1, c1ccc(P(C2CCCCC2)C2CCCCC2)c(-c2ccccc2P(C2CCCCC2)C2CCCCC2)c1, CN(c1ccccc1CNc1cccn2nc(Cl)nc12)S(C)(=O)=O. Yields the product CN1CCN(c2ccc(Nc3nc4c(NCc5ccccc5N(C)S(C)(=O)=O)cccn4n3)cc2)CC1. As a reaction SMILES: [CH3:25][N:26]1[CH2:27][CH2:28][N:29]([c:32]2[cH:33][cH:34][c:35]([NH2:38])[cH:36][cH:37]2)[CH2:30][CH2:31]1.[CH:39]1([P:40]([CH:41]2[CH2:42][CH2:43][CH2:44][CH2:45][CH2:46]2)[c:47]2[cH:48][cH:49][cH:50][cH:51][c:52]2-[c:53]2[cH:54][cH:55][cH:56][cH:57][c:58]2[P:59]([CH:60]2[CH2:61][CH2:62][CH2:63][CH2:64][CH2:65]2)[CH:66]2[CH2:67][CH2:68][CH2:69][CH2:70][CH2:71]2)[CH2:72][CH2:73][CH2:74][CH2:75][CH2:76]1.[Cl:1][c:2]1[n:3][n:4]2[c:5]([c:6]([NH:10][CH2:11][c:12]3[c:13]([N:18]([S:19](=[O:20])(=[O:21])[CH3:22])[CH3:23])[cH:14][cH:15][cH:16][cH:17]3)[cH:7][cH:8][cH:9]2)[n:24]1>>[c:2]1([NH:38][c:35]2[cH:34][cH:33][c:32]([N:29]3[CH2:28][CH2:27][N:26]([CH3:25])[CH2:31][CH2:30]3)[cH:37][cH:36]2)[n:3][n:4]2[c:5]([c:6]([NH:10][CH2:11][c:12]3[c:13]([N:18]([S:19](=[O:20])(=[O:21])[CH3:22])[CH3:23])[cH:14][cH:15][cH:16][cH:17]3)[cH:7][cH:8][cH:9]2)[n:24]1. Reactants: ClC1=NC(=C(C(=O)N)C=C1C1CC1)OCCCC(C)=O (6-chloro-5-cyclopropyl-2-(4-oxopentyloxy)nicotinamide), O=P(Cl)(Cl)Cl (POCl3), N1=CC=CC=C1 (pyridine), C(=O)(O)[O-].[Na+] (NaHCO3). Solvent: C(C)#N (acetonitrile). Reaction conditions: time 2 hour. The product is ClC1=NC(=C(C#N)C=C1C1CC1)OCCCC(C)=O (6-chloro-5-cyclopropyl-2-(4-oxopentyloxy)nicotinonitrile). Reaction SMILES: [Cl:1][C:2]1[C:10]([CH:11]2[CH2:13][CH2:12]2)=[CH:9][C:5]([C:6]([NH2:8])=O)=[C:4]([O:14][CH2:15][CH2:16][CH2:17][C:18](=[O:20])[CH3:19])[N:3]=1.O=P(Cl)(Cl)Cl.N1C=CC=CC=1.C([O-])(O)=O.[Na+]>C(#N)C>[Cl:1][C:2]1[C:10]([CH:11]2[CH2:12][CH2:13]2)=[CH:9][C:5]([C:6]#[N:8])=[C:4]([O:14][CH2:15][CH2:16][CH2:17][C:18](=[O:20])[CH3:19])[N:3]=1 |f:3.4|. Reported procedure: To a solution of 6-chloro-5-cyclopropyl-2-(4-oxopentyloxy)nicotinamide (298 mg, 1 mmol) in acetonitrile (20 mL) was added POCl3 (460 mg, 3 mmol) and pyridine (474 mg, 6 mmol). After stirred at r.t for 2 hrs, the mixture was poured into aq. NaHCO3, extracted with EtOAc. The separated organics was dried and concentrated in vacuo to afford 6-chloro-5-cyclopropyl-2-(4-oxopentyloxy)nicotinonitrile. (300 mg). Starting materials: C(N)(=O)C1CC=2C(=NC=CC2)N1C(=O)OC(C)(C)C (tert-butyl 2-carbamoyl-2,3-dihydro-1H-pyrrolo[2,3-b]pyridine-1-carboxylate), C(=O)(C(F)(F)F)O (TFA). Solvent: C(Cl)Cl (DCM). Conditions: time 8 hour. The product is FC(C(=O)O)(F)F.N1C(CC=2C1=NC=CC2)C(=O)N (2,3-dihydro-1H-pyrrolo[2,3-b]pyridine-2-carboxylic acid amide, trifluoroacetate salt). Yield: 90.2%. Reaction SMILES: [C:1]([CH:4]1[N:12](C(OC(C)(C)C)=O)[C:7]2=[N:8][CH:9]=[CH:10][CH:11]=[C:6]2[CH2:5]1)(=[O:3])[NH2:2].[C:20]([OH:26])([C:22]([F:25])([F:24])[F:23])=[O:21]>C(Cl)Cl>[F:23][C:22]([F:25])([F:24])[C:20]([OH:26])=[O:21].[NH:12]1[C:7]2=[N:8][CH:9]=[CH:10][CH:11]=[C:6]2[CH2:5][CH:4]1[C:1]([NH2:2])=[O:3] |f:3.4|. Procedure: To a solution of tert-butyl 2-carbamoyl-2,3-dihydro-1H-pyrrolo[2,3-b]pyridine-1-carboxylate (100 mg, 380 μmol, Eq: 1.00) in DCM (3 mL) was added TFA (2 mL, 26.0 mmol, Eq: 68.3) and the resulting mixture was stirred overnight. The reaction mixture was concentrated in vacuo and azeotroped with DCM (2×10 mL). The resulting residue was triturated with ether to give 2,3-dihydro-1H-pyrrolo[2,3-b]pyridine-2-carboxylic acid amide, trifluoroacetate salt as an off-white solid (95 mg)